describe an organic reaction: reactants, conditions, products, and yield From a dataset of the Open Reaction Database (ORD), a public repository of structured organic reaction records. Starting materials: C(C)OC(OCC)(OCC)OCC (tetraethylorthocarbonate), COC(=O)C1(CC=CC1)C(=O)OC (Methyl 1-(Methoxycarbonyl)cyclopent-3-enecarboxylate), C1(=CC=CC=C1)C (toluene). Run in C(C)O (ethanol), C(C)O (ethanol), O (water). Reaction conditions: time 8 hour. Yields the product desired product 7,9,17,18-tetroaxatrispiro[4.2.2.4.2.2, CC=CCCCCCCCCCC=CCCCCC (nonadeca-2,13-diene). Yield: 62.0%. Reaction SMILES: COC([C:5]1([C:10](OC)=O)[CH2:9][CH:8]=[CH:7][CH2:6]1)=O.[C:14]1([CH3:20])[CH:19]=[CH:18][CH:17]=[CH:16][CH:15]=1.C(OC(O[CH2:32][CH3:33])(OCC)OCC)C>C(O)C.O>[CH3:9][CH:5]=[CH:6][CH2:7][CH2:32][CH2:33][CH2:15][CH2:16][CH2:17][CH2:18][CH2:19][CH2:14][CH:20]=[CH:6][CH2:7][CH2:8][CH2:9][CH2:5][CH3:10]. Procedure: To a three-necked round-bottomed flask, equipped with a Dean-Stark trap (20 mL), a reflux condenser, a thermometer and a magnetic stir bar, was placed diol 1 (14.8 g, 115.5 mmol) and 370 mL of toluene under an atmosphere of N2. The mixture was brought to reflux and maintained at reflux temperature for 2 hours to azeotropically remove any moisture. About 100 mL (5×20 mL) of azeotropic mixture was collected in the Dean-Stark trap. The mixture was then allowed to slowly cool to room temperature and... Starting materials: CI (methyl iodide), IC1=CC=2CC3=CC=CC=C3C2C=C1 (2-Iodofluorene), CS(=O)C (dimethylsulfoxide), [OH-].[Na+] (NaOH), C(C)OCC (diethylether). Reagents/catalysts: [Cl-].C(C1=CC=CC=C1)[N+](CC)(CC)CC (benzyltriethylammonium chloride). Solvent: O (water). Conditions: time 18 hour. The product is IC1=CC=2C(C3=CC=CC=C3C2C=C1)(C)C (2-iodo-9,9-dimethyl-fluorene). Yield: 88.0%. As a reaction SMILES: [I:1][C:2]1[CH:14]=[CH:13][C:12]2[C:11]3[C:6](=[CH:7][CH:8]=[CH:9][CH:10]=3)C[C:4]=2[CH:3]=1.CS(C)=O.[OH-].[Na+].[CH3:21]I.C(O[CH2:26][CH3:27])C>[Cl-].C([N+](CC)(CC)CC)C1C=CC=CC=1.O>[I:1][C:2]1[CH:3]=[CH:4][C:12]2[C:11]3[C:10](=[CH:9][CH:8]=[CH:7][CH:6]=3)[C:26]([CH3:27])([CH3:21])[C:13]=2[CH:14]=1 |f:2.3,6.7|. Procedure details: A 500 mL round bottomed flask was charged with 21.8 g (70 mmol) 2-Iodofluorene and 1.18 g (5 mmol) benzyltriethylammonium chloride. 200 mL of dimethylsulfoxide (DMSO) was then added followed by 28 mL (50%) NaOH. The mixture was allowed to stir under nitrogen for 1 hour, before 29 g (210 mmol) methyl iodide was added through the septum. The mixture was allowed to stir at room temperature for 18 hours. After cooling to ambient temperature the mixture was transferred to a 1 L separatory funnel. 100... Starting materials: CCCCCC (Hexane), ClC1=CC=C2C=CC(=NC2=C1)C (7-chloroquinaldine), C(C1=CC(C=O)=CC=C1)=O (isophthalaldehyde), C(C)(=O)OC(C)=O (acetic anhydride). The solvent is C=1(C(=CC=CC1)C)C (xylene). The product is ClC1=CC=C2C=CC(=NC2=C1)/C=C/C=1C=C(C=O)C=CC1 (3-[2(E)-(7-Chloroquinolin-2-yl)ethenyl]benzaldehyde). Reaction SMILES: [Cl:1][C:2]1[CH:11]=[C:10]2[C:5]([CH:6]=[CH:7][C:8]([CH3:12])=[N:9]2)=[CH:4][CH:3]=1.[CH:13](=O)[C:14]1[CH:21]=[CH:20][CH:19]=[C:16]([CH:17]=[O:18])[CH:15]=1.C(OC(=O)C)(=O)C.CCCCCC>C1(C)C(C)=CC=CC=1>[Cl:1][C:2]1[CH:11]=[C:10]2[C:5]([CH:6]=[CH:7][C:8](/[CH:12]=[CH:13]/[C:14]3[CH:15]=[C:16]([CH:19]=[CH:20][CH:21]=3)[CH:17]=[O:18])=[N:9]2)=[CH:4][CH:3]=1. Procedure details: A stirred solution of 7-chloroquinaldine [J. Org. Chem. 42, 911 (1977)] (4.46 g, 25 mmol) and isophthalaldehyde (5.02 g, 37.5 mmol) in acetic anhydride (7.1 ml, 75 mmol) and xylene (25 ml) was heated under reflux for 7 hours. Crystals formed on cooling. Hexane (25 ml) was added slowly to give crude product, m.p. 146°-150°.